This data is from the Open Reaction Database (ORD), a public repository of structured organic reaction records. The task is: describe an organic reaction: reactants, conditions, products, and yield Starting materials: BrC1=CC=C(C=C1)[C@]1(C(C1)(C1=CC=CC=C1)C1=CC=CC=C1)C(=O)OC ((R)-methyl 1-(4-bromophenyl)-2,2-diphenylcyclopropanecarboxylate), CC(C)(C)[O-].[K+] (t-BuOK). The solvent is CS(=O)C (DMSO). Product: BrC1=CC=C(C=C1)[C@]1(C(C1)(C1=CC=CC=C1)C1=CC=CC=C1)C(=O)O ((R)-1-(4-bromophenyl)-2,2-diphenylcyclopropanecarboxylic acid). Yield: 69.6%. Reaction SMILES: [Br:1][C:2]1[CH:7]=[CH:6][C:5]([C@:8]2([C:23]([O:25]C)=[O:24])[CH2:10][C:9]2([C:17]2[CH:22]=[CH:21][CH:20]=[CH:19][CH:18]=2)[C:11]2[CH:16]=[CH:15][CH:14]=[CH:13][CH:12]=2)=[CH:4][CH:3]=1.CC([O-])(C)C.[K+]>CS(C)=O>[Br:1][C:2]1[CH:3]=[CH:4][C:5]([C@:8]2([C:23]([OH:25])=[O:24])[CH2:10][C:9]2([C:11]2[CH:12]=[CH:13][CH:14]=[CH:15][CH:16]=2)[C:17]2[CH:22]=[CH:21][CH:20]=[CH:19][CH:18]=2)=[CH:6][CH:7]=1 |f:1.2|. Procedure details: To a round-bottom flask at room temperature was added (R)-methyl 1-(4-bromophenyl)-2,2-diphenylcyclopropanecarboxylate (17.9 mmol, 7.3 g, 1.0 equiv) in dry DMSO (35 mL). t-BuOK (39.6 mmol, 4.4 g, 2.2 equiv) was added in several portions over 30 minutes under argon. The reaction was monitored by TLC technique until the starting material was consumed completely. The reaction mixture was cooled with ice bath and acidified by saturated ammonium chloride aqueous (15 mL), followed by a slow addition o... Reactants: Cl, O=C(c1ccccc1Cl)c1c(CCO)noc1-c1nnn(Cc2cc(C(F)(F)F)cc(C(F)(F)F)c2)c1-c1ccccc1, NO, c1ccncc1. The product is OCCc1noc(-c2nnn(Cc3cc(C(F)(F)F)cc(C(F)(F)F)c3)c2-c2ccccc2)c1C(=NO)c1ccccc1Cl. As a reaction SMILES: [ClH:46].[F:1][C:2]([c:3]1[cH:4][c:5]([CH2:6][n:7]2[n:8][n:9][c:10](-[c:18]3[c:19]([C:26](=[O:27])[c:28]4[c:29]([Cl:34])[cH:30][cH:31][cH:32][cH:33]4)[c:20]([CH2:23][CH2:24][OH:25])[n:21][o:22]3)[c:11]2-[c:12]2[cH:13][cH:14][cH:15][cH:16][cH:17]2)[cH:35][c:36]([C:38]([F:39])([F:40])[F:41])[cH:37]1)([F:42])[F:43].[NH2:44][OH:45].[cH:47]1[cH:48][cH:49][n:50][cH:51][cH:52]1>>[F:1][C:2]([c:3]1[cH:4][c:5]([CH2:6][n:7]2[n:8][n:9][c:10](-[c:18]3[c:19]([C:26]([c:28]4[c:29]([Cl:34])[cH:30][cH:31][cH:32][cH:33]4)=[N:44][OH:45])[c:20]([CH2:23][CH2:24][OH:25])[n:21][o:22]3)[c:11]2-[c:12]2[cH:13][cH:14][cH:15][cH:16][cH:17]2)[cH:35][c:36]([C:38]([F:39])([F:40])[F:41])[cH:37]1)([F:42])[F:43]. The reactants are O1CCN(CC1)C1=CC=C(C=C1)C(C(=O)O)(C)C1=CC=C(C=C1)N1CCOCC1 (2,2-bis(4-morpholinophenyl)propionic acid), [Pb](=O)=O (lead dioxide). The solvent is C1(=CC=CC=C1)C (toluene). Run at time 1 hour. Yields the product O1CCN(CC1)C1=CC=C(C=C1)C(=C)C1=CC=C(C=C1)N1CCOCC1 (1,1-bis(4-morpholinophenyl)ethylene). Isolated yield 46.4%. Reaction SMILES: [O:1]1[CH2:6][CH2:5][N:4]([C:7]2[CH:12]=[CH:11][C:10]([C:13]([C:18]3[CH:23]=[CH:22][C:21]([N:24]4[CH2:29][CH2:28][O:27][CH2:26][CH2:25]4)=[CH:20][CH:19]=3)(C)[C:14](O)=O)=[CH:9][CH:8]=2)[CH2:3][CH2:2]1.[Pb](=O)=O>C1(C)C=CC=CC=1>[O:27]1[CH2:28][CH2:29][N:24]([C:21]2[CH:20]=[CH:19][C:18]([C:13]([C:10]3[CH:11]=[CH:12][C:7]([N:4]4[CH2:3][CH2:2][O:1][CH2:6][CH2:5]4)=[CH:8][CH:9]=3)=[CH2:14])=[CH:23][CH:22]=2)[CH2:25][CH2:26]1. Procedure: Into 200 ml of toluene was dissolved 10 g of 2,2-bis(4-morpholinophenyl)propionic acid. Thereto was added 7.2 g of lead dioxide and the mixture was reacted at reflux temperature with stirring for one hour. The lead compound was removed by filtration and the toluene layer was extracted with 200 ml of 3% aqueous solution of sodium hydroxide to recover the unreacted starting material. The remained toluene solution was concentrated at a reduced pressure to obtain crystals. The crystal was recrystall... Reactants: FC(C1=CC=C(OCC2=CC=C(C=C2)SC2=CC(=C(OCC(=O)O)C=C2)C)C=C1)(F)F (4-[[4-[(4-Trifluoromethylphenoxy)methyl]phenyl]sulfanyl]-2-methylphenoxy-acetic acid), C(C)OC(COC1=C(C=C(C(=C1)C)SC1=C(C=C(C=C1)COC1=CC=C(C=C1)C(F)(F)F)Cl)C)=O ({4-[2-Chloro-4-(4-trifluoromethyl-phenoxymethyl)-phenylsulfanyl]-2,5-dimethyl-phenoxy}-acetic acid ethyl ester). The product is ClC1=C(C=CC(=C1)COC1=CC=C(C=C1)C(F)(F)F)SC1=CC(=C(OCC(=O)O)C=C1C)C ({4-[2-Chloro-4-(4-trifluoromethyl-phenoxymethyl)-phenylsulfanyl]-2,5-dimethyl-phenoxy}-acetic acid). RXN SMILES: FC(F)(F)C1C=CC(OCC2C=CC(SC3C=CC(OCC(O)=O)=C(C)C=3)=CC=2)=CC=1.C([O:34][C:35](=[O:66])[CH2:36][O:37][C:38]1[CH:43]=[C:42]([CH3:44])[C:41]([S:45][C:46]2[CH:51]=[CH:50][C:49]([CH2:52][O:53][C:54]3[CH:59]=[CH:58][C:57]([C:60]([F:63])([F:62])[F:61])=[CH:56][CH:55]=3)=[CH:48][C:47]=2[Cl:64])=[CH:40][C:39]=1[CH3:65])C>>[Cl:64][C:47]1[CH:48]=[C:49]([CH2:52][O:53][C:54]2[CH:55]=[CH:56][C:57]([C:60]([F:63])([F:61])[F:62])=[CH:58][CH:59]=2)[CH:50]=[CH:51][C:46]=1[S:45][C:41]1[C:42]([CH3:44])=[CH:43][C:38]([O:37][CH2:36][C:35]([OH:66])=[O:34])=[C:39]([CH3:65])[CH:40]=1. Reported procedure: The title compound was prepared according to the method described for preparing compound 7, using compound 24.3 as the starting material. MS APSI m/e: 495 (M−H). 1H NMR (400 MHz) (DMSO-d6) δ 12.97 (1H, brs); 7.66 (2H, d, J=8.8 Hz); 7.59 (1H, d, J=1.5 Hz); 7.35 (1H, s); 7.28 (1H, dd, J=1.4, 8.0 Hz); 7.17 (2H, d, J=8.8 Hz); 6.97 (1H, s); 6.49 (1H, d, J=8.0 Hz); 5.12 (2H, s); 4.78 (2H, s); 2.24 (3H, s); 2.17 (3H, s). Starting materials: saturated aqueous solution, C([O-])(O)=O.[Na+] (sodium bicarbonate), C(C)(C)O (isopropanol), Cl.CNOC (N,O-dimethylhydroxylamine hydrochloride), BrCCCN1C(C=2C(C1=O)=CC=CC2)=O (N-(3-bromopropyl)phthalimide). Run in C(C)N(CC)CC (triethylamine). Conditions: time 5 minute. Product: ClCCCN1C(C=2C(C1=O)=CC=CC2)=O (N-(3-chloropropyl)phthalimide). The yield is 46.1%. RXN SMILES: C(O)(C)C.[ClH:5].CNOC.Br[CH2:11][CH2:12][CH2:13][N:14]1[C:18](=[O:19])[C:17]2=[CH:20][CH:21]=[CH:22][CH:23]=[C:16]2[C:15]1=[O:24].C(=O)(O)[O-].[Na+]>C(N(CC)CC)C>[Cl:5][CH2:11][CH2:12][CH2:13][N:14]1[C:18](=[O:19])[C:17]2=[CH:20][CH:21]=[CH:22][CH:23]=[C:16]2[C:15]1=[O:24] |f:1.2,4.5|. Procedure: To a suspension of 50 mol of isopropanol containing N,O-dimethylhydroxylamine hydrochloride (3.97 g, 40.0 mmol) was added dropwise 5.56 ml of triethylamine. After 5 minutes, there was added 2.68 g (10.0 mmol) of N-(3-bromopropyl)phthalimide and the mixture was refluxed for 33 hours. This was cooled to room temperature, then poured into 200 ml of saturated aqueous solution of sodium bicarbonate and extracted with chloroform. The organic layer was separated and was washed with water and dried over... RXN SMILES: [C:1](OC[C@@]12[C@@H]3[C@H]([C@H]4[C@@](CC3)(C)[C@@H](O)CC4)CC=C1C[C@@H](O)CC2)(=[O:3])[CH3:2].[CH3:26][Si:27]([CH3:59])([CH3:58])[O:28][C@H:29]1[CH2:46][CH2:45][C@@:44]2([CH2:47][O:48][Si](C)(C)C)[C:31](=[CH:32][CH2:33][C@@H:34]3[C@@H:43]2[CH2:42][CH2:41][C@@:39]2([CH3:40])[C@H:35]3[CH2:36][CH2:37][C@@H:38]2[O:53][Si:54]([CH3:57])([CH3:56])[CH3:55])[CH2:30]1>>[C:1]([O:48][CH2:47][C@@:44]12[C@@H:43]3[C@H:34]([C@H:35]4[C@@:39]([CH2:41][CH2:42]3)([CH3:40])[C@@H:38]([O:53][Si:54]([CH3:56])([CH3:57])[CH3:55])[CH2:37][CH2:36]4)[CH2:33][CH:32]=[C:31]1[CH2:30][C@@H:29]([O:28][Si:27]([CH3:59])([CH3:26])[CH3:58])[CH2:46][CH2:45]2)(=[O:3])[CH3:2]. Procedure: Following essentially the same procedure but substituting 17α-methyl-5-androstene-3β,17β,19-triol 3,17-diacetate, androst-5-ene-3β,17β,19-triol 19-acetate, and 4α-methyl-17β,19-di(2'-tetrahydropyranyloxy)-5-androsten-3β-ol for the androst-5-ene-3β,17β,19-triol above results in the formation of 17α-methyl-3β,17β,19-tri(trimethylsiloxy)androst-5-ene, 3β,17β-di(trimethylsiloxy)-5-androsten-19-ol acetate and 4α-methyl-17β,19-di(2'-tetrahydropyranyloxy)-3β-trimethylsiloxy-5-androstene, respectively. Starting materials: 4α-methyl-17β,19-di(2'-tetrahydropyranyloxy)-5-androsten-3β-ol, C[Si](O[C@@H]1CC2=CC[C@H]3[C@@H]4CC[C@@H]([C@@]4(C)CC[C@@H]3[C@]2(CC1)CO[Si](C)(C)C)O[Si](C)(C)C)(C)C (3β,17β,19-tri(trimethylsiloxy)androst-5-ene), 17α-methyl-5-androstene-3β,17β,19-triol 3,17-diacetate, C(C)(=O)OC[C@]12CC[C@@H](CC1=CC[C@H]1[C@@H]3CC[C@@H]([C@@]3(C)CC[C@H]21)O)O (androst-5-ene-3β,17β,19-triol 19-acetate). Product: C(C)(=O)OC[C@]12CC[C@@H](CC1=CC[C@H]1[C@@H]3CC[C@@H]([C@@]3(C)CC[C@H]21)O[Si](C)(C)C)O[Si](C)(C)C (3β,17β-di(trimethylsiloxy)-5-androsten-19-ol acetate), 4α-methyl-17β,19-di(2'-tetrahydropyranyloxy)-3β-trimethylsiloxy-5-androstene. Reactants: C(C)OC=1C(C(CCC1)C(C(=O)OCC)=O)=O (ethyl (3-ethoxy-2-oxocyclohex-3-en-1-yl)(oxo)acetate), ON.O (HONH2.H2O). The solvent is CCO (EtOH), CC(=O)O (AcOH). Conditions: time 4 hour. The product is C(C)OC1=CCCC2C(=NOC21O)C(=O)OCC (ethyl 7-ethoxy-7a-hydroxy-3a,4,5,7a-tetrahydro-1,2-benzisoxazole-3-carboxylate). Yield: 25.0%. Reaction SMILES: [CH2:1]([O:3][C:4]1[C:5](=[O:17])[CH:6]([C:10](=O)[C:11]([O:13][CH2:14][CH3:15])=[O:12])[CH2:7][CH2:8][CH:9]=1)[CH3:2].[OH:18][NH2:19].O>CCO.CC(O)=O>[CH2:1]([O:3][C:4]1[C:5]2([OH:17])[CH:6]([C:10]([C:11]([O:13][CH2:14][CH3:15])=[O:12])=[N:19][O:18]2)[CH2:7][CH2:8][CH:9]=1)[CH3:2] |f:1.2|. Procedure: To a solution of ethyl (3-ethoxy-2-oxocyclohex-3-en-1-yl)(oxo)acetate 5.0 g (20.73 mmol) in 20 mL of EtOH and 5 mL of AcOH, 1.3 mL (20.78 mmol) of HONH2.H2O (50% wt/wt) was added. The mixture was stirred at room temperature for 4 hours. The solvent was removed under reduced pressure and the crude solid was purified by flash chromatography on silica gel (eluant: AcOEt/Hexane:3/7) to afford 1.35 g (25% yield) as a white solid of ethyl 7-ethoxy-7a-hydroxy-3a,4,5,7a-tetrahydro-1,2-benzisoxazole-3-ca... Reactants: CC(=O)NCC1CCC(CCC(=O)O)CC1, CC(C)=O, Cl. The product is NCC1CCC(CCC(=O)O)CC1. RXN SMILES: [C:1](=[O:2])([CH3:3])[NH:4][CH2:5][CH:6]1[CH2:7][CH2:8][CH:9]([CH2:12][CH2:13][C:14](=[O:15])[OH:16])[CH2:10][CH2:11]1.[CH3:18][C:19](=[O:20])[CH3:21].[ClH:17]>>[NH2:4][CH2:5][CH:6]1[CH2:7][CH2:8][CH:9]([CH2:12][CH2:13][C:14](=[O:15])[OH:16])[CH2:10][CH2:11]1. Starting materials: C1CCCCC1 (cyclohexane), ClN1C(CCC1=O)=O (N-chlorosuccinimide), C1(=CC=CC=C1)COC1=CC=C(C=C1)[C@@H]1C2=C3CCC(C=C3CC[C@H]2[C@@H]2CCC([C@@]2(C)C1)=O)=O (11β-[4-(phenylmethoxy)phenyl]-estra-4,9-diene-3,17-dione), [Na+].[Cl-] (NaCl). Run in CN(C=O)C (dimethylformamide). Conditions: time 10 minute. Product: ClC1=C2CC[C@H]3[C@@H]4CCC([C@@]4(C)C[C@@H](C3=C2CCC1=O)C1=CC=C(C=C1)OCC1=CC=CC=C1)=O (4-chloro-11beta-[4-(phenylmethoxy)phenyl]-estra-4,9-diene-3,17-dione). As a reaction SMILES: [Cl:1]N1C(=O)CCC1=O.[C:9]1([CH2:15][O:16][C:17]2[CH:22]=[CH:21][C:20]([C@H:23]3[CH2:40][C@@:38]4([CH3:39])[C@@H:34]([CH2:35][CH2:36][C:37]4=[O:41])[C@H:33]4[C:24]3=[C:25]3[C:30]([CH2:31][CH2:32]4)=[CH:29][C:28](=[O:42])[CH2:27][CH2:26]3)=[CH:19][CH:18]=2)[CH:14]=[CH:13][CH:12]=[CH:11][CH:10]=1.[Na+].[Cl-].C1CCCCC1>CN(C)C=O>[Cl:1][C:29]1[C:28](=[O:42])[CH2:27][CH2:26][C:25]2[C:30]=1[CH2:31][CH2:32][C@@H:33]1[C:24]=2[C@@H:23]([C:20]2[CH:19]=[CH:18][C:17]([O:16][CH2:15][C:9]3[CH:14]=[CH:13][CH:12]=[CH:11][CH:10]=3)=[CH:22][CH:21]=2)[CH2:40][C@@:38]2([CH3:39])[C@H:34]1[CH2:35][CH2:36][C:37]2=[O:41] |f:2.3|. Procedure: 5.295 g of N-chlorosuccinimide is added at 60° C. under an inert atmosphere to a solution of 13.6 g of 11β-[4-(phenylmethoxy)phenyl]-estra-4,9-diene-3,17-dione in 120 ml of dimethylformamide, agitation is carried out for 10 minutes then the reaction medium is poured into a saturated aqueous solution of NaCl, followed by extraction, washing, drying and evaporating under reduced pressure until the crude product is obtained (m=19.128 g). A second trial is carried out, the crude products are collect... Starting materials: C(C)(=O)OCC1=C(C=CC=C1B1OC(C(O1)(C)C)(C)C)N1C(C2=C(CC1)C1=C(S2)CCCC1)=O (2-(1-Oxo-3,4,5,6,7,8-hexahydrobenzothieno[2,3-c]pyridin-2(1H)-yl)-6-(4,4,5,5-tetramethyl-1,3,2-dioxaborolan-2-yl)benzyl Acetate), BrC=1C=C(C(N(C1)C)=O)NC1=NC=C(C=C1)N1CCN(CC1)C1COC1 (5-Bromo-1-methyl-3-(5-(4-(oxetan-3-yl)piperazin-1-yl)pyridin-2-ylamino)pyridin-2(1H)-one). Yields the product C(C)(=O)OCC1=C(C=CC=C1N1CCC=2C=3CCCCC3SC2C1=O)C1=CN(C(C(=C1)NC1=NC=C(C=C1)N1CCN(CC1)C1COC1)=O)C ({2-[1-Methyl-5-({5-[4-(oxetan-3-yl)piperazin-1-yl]pyridin-2-yl}amino)-6-oxopyridin-3-yl]-6-{6-oxo-8-thia-5-azatricyclo[7.4.0.02,7]trideca-1(9),2(7)-dien-5-yl}phenyl}methyl Acetate). The yield is 50.0%. RXN SMILES: [C:1]([O:4][CH2:5][C:6]1[C:11](B2OC(C)(C)C(C)(C)O2)=[CH:10][CH:9]=[CH:8][C:7]=1[N:21]1[CH2:26][CH2:25][C:24]2[C:27]3[CH2:33][CH2:32][CH2:31][CH2:30][C:28]=3[S:29][C:23]=2[C:22]1=[O:34])(=[O:3])[CH3:2].Br[C:36]1[CH:37]=[C:38]([NH:44][C:45]2[CH:50]=[CH:49][C:48]([N:51]3[CH2:56][CH2:55][N:54]([CH:57]4[CH2:60][O:59][CH2:58]4)[CH2:53][CH2:52]3)=[CH:47][N:46]=2)[C:39](=[O:43])[N:40]([CH3:42])[CH:41]=1>>[C:1]([O:4][CH2:5][C:6]1[C:7]([N:21]2[C:22](=[O:34])[C:23]3[S:29][C:28]4[CH2:30][CH2:31][CH2:32][CH2:33][C:27]=4[C:24]=3[CH2:25][CH2:26]2)=[CH:8][CH:9]=[CH:10][C:11]=1[C:36]1[CH:37]=[C:38]([NH:44][C:45]2[CH:50]=[CH:49][C:48]([N:51]3[CH2:56][CH2:55][N:54]([CH:57]4[CH2:60][O:59][CH2:58]4)[CH2:53][CH2:52]3)=[CH:47][N:46]=2)[C:39](=[O:43])[N:40]([CH3:42])[CH:41]=1)(=[O:3])[CH3:2]. Reported procedure: Following Example 148c, 481 mg of 111a and 420 mg of 5-bromo-1-methyl-3-(5-(4-(oxetan-3-yl)piperazin-1-yl)pyridine-2-ylamino)pyridin-2(1H)-one 188e were reacted to give 209a as a yellow solid (347 mg, 50%). MS: [M+H]+ 695